From a dataset of the Open Reaction Database (ORD), a public repository of structured organic reaction records. describe an organic reaction: reactants, conditions, products, and yield Starting materials: CCC(=O)Cl, CN(C)c1ccccn1, CCOCC, ClCCl, CC(C)(C)c1cc(N)cc2c1OCC2(C)C. Yields the product CCC(=O)Nc1cc(C(C)(C)C)c2c(c1)C(C)(C)CO2. Reaction SMILES: [C:26]([CH2:27][CH3:28])(=[O:29])[Cl:30].[CH3:17][N:18]([c:19]1[cH:20][cH:21][cH:22][cH:23][n:24]1)[CH3:25].[CH3:34][CH2:35][O:36][CH2:37][CH3:38].[Cl:31][CH2:32][Cl:33].[NH2:1][c:2]1[cH:3][c:4]2[c:5]([c:11]([C:13]([CH3:14])([CH3:15])[CH3:16])[cH:12]1)[O:6][CH2:7][C:8]2([CH3:9])[CH3:10]>>[NH:1]([c:2]1[cH:3][c:4]2[c:5]([c:11]([C:13]([CH3:14])([CH3:15])[CH3:16])[cH:12]1)[O:6][CH2:7][C:8]2([CH3:9])[CH3:10])[C:26]([CH2:27][CH3:28])=[O:29].